Dataset: the Open Reaction Database (ORD), a public repository of structured organic reaction records. Task: describe an organic reaction: reactants, conditions, products, and yield Reactants: COCn1nc2c(-c3ccc(Cl)cc3)c(Br)ccn2c1=O, C1COCCO1, CC1(C)OB(c2ccncc2)OC1(C)C, [K+], [K+], O=C([O-])[O-], O, c1ccc(P(c2ccccc2)(c2ccccc2)[Pd](P(c2ccccc2)(c2ccccc2)c2ccccc2)(P(c2ccccc2)(c2ccccc2)c2ccccc2)P(c2ccccc2)(c2ccccc2)c2ccccc2)cc1. Yields the product COCn1nc2c(-c3ccc(Cl)cc3)c(-c3ccncc3)ccn2c1=O. As a reaction SMILES: [Br:1][c:2]1[c:3](-[c:15]2[cH:16][cH:17][c:18]([Cl:21])[cH:19][cH:20]2)[c:4]2[n:5]([cH:6][cH:7]1)[c:8](=[O:14])[n:9]([CH2:11][O:12][CH3:13])[n:10]2.[CH2:43]1[O:44][CH2:45][CH2:46][O:47][CH2:48]1.[CH3:22][C:23]1([CH3:24])[C:25]([CH3:26])([CH3:27])[O:28][B:29]([c:30]2[cH:31][cH:32][n:33][cH:34][cH:35]2)[O:36]1.[K+:37].[K+:38].[O-:39][C:40]([O-:41])=[O:42].[OH2:49].[cH:50]1[cH:51][cH:52][c:53]([P:54]([Pd:55]([P:56]([c:57]2[cH:58][cH:59][cH:60][cH:61][cH:62]2)([c:63]2[cH:64][cH:65][cH:66][cH:67][cH:68]2)[c:69]2[cH:70][cH:71][cH:72][cH:73][cH:74]2)([P:75]([c:76]2[cH:77][cH:78][cH:79][cH:80][cH:81]2)([c:82]2[cH:83][cH:84][cH:85][cH:86][cH:87]2)[c:88]2[cH:89][cH:90][cH:91][cH:92][cH:93]2)[P:94]([c:95]2[cH:96][cH:97][cH:98][cH:99][cH:100]2)([c:101]2[cH:102][cH:103][cH:104][cH:105][cH:106]2)[c:107]2[cH:108][cH:109][cH:110][cH:111][cH:112]2)([c:113]2[cH:114][cH:115][cH:116][cH:117][cH:118]2)[c:119]2[cH:120][cH:121][cH:122][cH:123][cH:124]2)[cH:125][cH:126]1>>[c:2]1(-[c:30]2[cH:31][cH:32][n:33][cH:34][cH:35]2)[c:3](-[c:15]2[cH:16][cH:17][c:18]([Cl:21])[cH:19][cH:20]2)[c:4]2[n:5]([cH:6][cH:7]1)[c:8](=[O:14])[n:9]([CH2:11][O:12][CH3:13])[n:10]2. The reactants are IC1=CC=C(C(=O)N2CC=3N(CC4=C2C=CC=C4)C=CC3)C=C1 (10,11-dihydro-10-(4-iodobenzoyl)-5H-pyrrolo[2,1-c][1,4]benzodiazepine), C(CCC)[Sn](C=1SC=CC1)(CCCC)CCCC (2-tri-n-butylstannyl thiophene). Reagents/catalysts: C1=CC=C(C=C1)P(C2=CC=CC=C2)C3=CC=CC=C3.C1=CC=C(C=C1)P(C2=CC=CC=C2)C3=CC=CC=C3.C1=CC=C(C=C1)P(C2=CC=CC=C2)C3=CC=CC=C3.C1=CC=C(C=C1)P(C2=CC=CC=C2)C3=CC=CC=C3.[Pd] (tetrakis(triphenylphosphine)palladium(O)). Run in C1(=CC=CC=C1)C (toluene). The product is S1C(=CC=C1)C1=CC=C(C(=O)N2CC=3N(CC4=C2C=CC=C4)C=CC3)C=C1 (10,11-Dihydro-10-[4-(2-thienyl)benzoyl]-5H-pyrrolo[2,1-c][1,4]benzodiazepine). Yield: 81.8%. As a reaction SMILES: I[C:2]1[CH:23]=[CH:22][C:5]([C:6]([N:8]2[C:14]3[CH:15]=[CH:16][CH:17]=[CH:18][C:13]=3[CH2:12][N:11]3[CH:19]=[CH:20][CH:21]=[C:10]3[CH2:9]2)=[O:7])=[CH:4][CH:3]=1.C([Sn](CCCC)(CCCC)[C:29]1[S:30][CH:31]=[CH:32][CH:33]=1)CCC>C1(C)C=CC=CC=1.C1C=CC(P(C2C=CC=CC=2)C2C=CC=CC=2)=CC=1.C1C=CC(P(C2C=CC=CC=2)C2C=CC=CC=2)=CC=1.C1C=CC(P(C2C=CC=CC=2)C2C=CC=CC=2)=CC=1.C1C=CC(P(C2C=CC=CC=2)C2C=CC=CC=2)=CC=1.[Pd]>[S:30]1[CH:31]=[CH:32][CH:33]=[C:29]1[C:2]1[CH:23]=[CH:22][C:5]([C:6]([N:8]2[C:14]3[CH:15]=[CH:16][CH:17]=[CH:18][C:13]=3[CH2:12][N:11]3[CH:19]=[CH:20][CH:21]=[C:10]3[CH2:9]2)=[O:7])=[CH:4][CH:3]=1 |f:3.4.5.6.7|. Procedure: A mixture of 1.64 g of 10,11-dihydro-10-(4-iodobenzoyl)-5H-pyrrolo[2,1-c][1,4]benzodiazepine, 1.9 g of 2-tri-n-butylstannyl thiophene and 200 mg of tetrakis(triphenylphosphine)palladium(O) in 200 ml of toluene is refluxed under nitrogen for 16 hours. The reaction mixture is evaporated in vacuo to a residue which is purified by column chromatography on silica gel by elution with 5:1 hexane:ethyl acetate to give 1.2 g of the desired product as a solid. Mass spectrum: M+H:371. RXN SMILES: [CH3:35][CH2:36][OH:37].[Cl:1][c:2]1[cH:3][c:4]([CH2:5][N:6]2[CH2:7][CH:8]([CH2:12][NH:13][C:14]([CH2:15][S:16][c:17]3[cH:18][cH:19][c:20]([C:22](=[O:23])[O:24][CH2:25][CH3:26])[s:21]3)=[O:27])[O:9][CH2:10][CH2:11]2)[cH:28][cH:29][c:30]1[Cl:31].[ClH:34].[Na+:33].[OH-:32]>>[Cl:1][c:2]1[cH:3][c:4]([CH2:5][N:6]2[CH2:7][CH:8]([CH2:12][NH:13][C:14]([CH2:15][S:16][c:17]3[cH:18][cH:19][c:20]([C:22](=[O:23])[OH:24])[s:21]3)=[O:27])[O:9][CH2:10][CH2:11]2)[cH:28][cH:29][c:30]1[Cl:31]. The product is O=C(CSc1ccc(C(=O)O)s1)NCC1CN(Cc2ccc(Cl)c(Cl)c2)CCO1. The reactants are CCO, CCOC(=O)c1ccc(SCC(=O)NCC2CN(Cc3ccc(Cl)c(Cl)c3)CCO2)s1, Cl, [Na+], [OH-]. The reactants are ClC1=NC2=CC(=CC(=C2C(=C1C)Cl)F)F (2,4-dichloro-5,7-difluoro-3-methylquinoline), C[C@@H]1CN(CCN1)C(=O)OC(C)(C)C ((R)-tert-butyl 3-methylpiperazine-1-carboxylate), C1CCC2=NCCCN2CC1 (DBU). RXN SMILES: Cl[C:2]1[C:11]([CH3:12])=[C:10]([Cl:13])[C:9]2[C:4](=[CH:5][C:6]([F:15])=[CH:7][C:8]=2[F:14])[N:3]=1.[CH3:16][C@H:17]1[NH:22][CH2:21][CH2:20][N:19]([C:23]([O:25][C:26]([CH3:29])([CH3:28])[CH3:27])=[O:24])[CH2:18]1.C1CCN2C(=NCCC2)CC1>>[Cl:13][C:10]1[C:9]2[C:4](=[CH:5][C:6]([F:15])=[CH:7][C:8]=2[F:14])[N:3]=[C:2]([N:22]2[CH2:21][CH2:20][N:19]([C:23]([O:25][C:26]([CH3:29])([CH3:28])[CH3:27])=[O:24])[CH2:18][C@H:17]2[CH3:16])[C:11]=1[CH3:12]. Yields the product ClC1=C(C(=NC2=CC(=CC(=C12)F)F)N1[C@@H](CN(CC1)C(=O)OC(C)(C)C)C)C ((R)-tert-butyl 4-(4-chloro-5,7-difluoro-3-methylquinolin-2-yl)-3-methylpiperazine-1-carboxylate). Procedure details: Prepared according to Procedure G using 2,4-dichloro-5,7-difluoro-3-methylquinoline (1.00 g, 4.10 mmol) and (R)-tert-butyl 3-methylpiperazine-1-carboxylate and using DBU (1.0 eq) as a base to give (R)-tert-butyl 4-(4-chloro-5,7-difluoro-3-methylquinolin-2-yl)-3-methylpiperazine-1-carboxylate. Mass Spectrum (ESI) m/e=412.1 (M+1). Reactants: CC(NS(=O)C(C)(C)C)c1ccc(-c2nc3ccn4cnnc4c3cc2-c2ccccc2)cc1, CO, Cl, O. Product: CC(N)c1ccc(-c2nc3ccn4cnnc4c3cc2-c2ccccc2)cc1. Reaction SMILES: [CH3:1][C:2]([S:3](=[O:4])[NH:7][CH:8]([CH3:9])[c:10]1[cH:11][cH:12][c:13](-[c:16]2[n:17][c:18]3[cH:19][cH:20][n:21]4[c:22]([c:23]3[cH:24][c:25]2-[c:26]2[cH:27][cH:28][cH:29][cH:30][cH:31]2)[n:32][n:33][cH:34]4)[cH:14][cH:15]1)([CH3:5])[CH3:6].[CH3:37][OH:38].[ClH:35].[OH2:36]>>[NH2:7][CH:8]([CH3:9])[c:10]1[cH:11][cH:12][c:13](-[c:16]2[n:17][c:18]3[cH:19][cH:20][n:21]4[c:22]([c:23]3[cH:24][c:25]2-[c:26]2[cH:27][cH:28][cH:29][cH:30][cH:31]2)[n:32][n:33][cH:34]4)[cH:14][cH:15]1. The reactants are [Al+3], C1CCOC1, Cc1cc(C)c(Cc2ccc(C(C)C)cc2)c(OC(C)(C)C(=O)O)c1, [Cl-], [Cl-], [Cl-], O=C(Cl)C(=O)Cl, ClCCl, CN(C)C=O. Yields the product Cc1cc(C)c2c(c1Cc1ccc(C(C)C)cc1)OC(C)(C)C2=O. RXN SMILES: [Al+3:38].[CH2:41]1[O:42][CH2:43][CH2:44][CH2:45]1.[CH:1]([CH3:2])([CH3:3])[c:4]1[cH:5][cH:6][c:7]([CH2:8][c:9]2[c:10]([O:11][C:12]([C:13](=[O:14])[OH:15])([CH3:16])[CH3:17])[cH:18][c:19]([CH3:23])[cH:20][c:21]2[CH3:22])[cH:24][cH:25]1.[Cl-:37].[Cl-:39].[Cl-:40].[Cl:26][C:27]([C:28]([Cl:29])=[O:30])=[O:31].[Cl:46][CH2:47][Cl:48].[O:32]=[CH:33][N:34]([CH3:35])[CH3:36]>>[CH:1]([CH3:2])([CH3:3])[c:4]1[cH:5][cH:6][c:7]([CH2:8][c:9]2[c:10]3[c:18]([c:19]([CH3:23])[cH:20][c:21]2[CH3:22])[C:13](=[O:14])[C:12]([CH3:16])([CH3:17])[O:11]3)[cH:24][cH:25]1. The reactants are OCC1(CCC1)CO ([1-(hydroxymethyl)cyclobutyl]methanol), ClC=1C2=C(N=CN1)C=CS2 (4-chlorothieno[3,2-d]pyrimidine). Yields the product N1=CN=C(C2=C1C=CS2)OCC2(CCC2)CO ({1-[(thieno[3,2-d]pyrimidin-4-yloxy)methyl]cyclobutyl}methanol). Reaction SMILES: [OH:1][CH2:2][C:3]1([CH2:7][OH:8])[CH2:6][CH2:5][CH2:4]1.Cl[C:10]1[C:11]2[S:18][CH:17]=[CH:16][C:12]=2[N:13]=[CH:14][N:15]=1>>[N:13]1[C:12]2[CH:16]=[CH:17][S:18][C:11]=2[C:10]([O:1][CH2:2][C:3]2([CH2:7][OH:8])[CH2:6][CH2:5][CH2:4]2)=[N:15][CH:14]=1. Reported procedure: The title compound was prepared using the same experimental procedure as in example 25a using [1-(hydroxymethyl)cyclobutyl]methanol and 4-chlorothieno[3,2-d]pyrimidine. 1H NMR (300 MHz, CDCl3) δ 8.70 (s, 1H), 7.87 (d, J=5 Hz, 1H), 7.49 (d, J=5 Hz, 1H), 4.69 (s, 2H), 3.61 (d, J=6 Hz, 2H), 3.36 (t, J=6 Hz, 1H), 2.01-1.82 (m, 6H). GC-MS m/z 251 (M+H).